This data is from the Open Reaction Database (ORD), a public repository of structured organic reaction records. The task is: describe an organic reaction: reactants, conditions, products, and yield Reactants: CCc1cc(C#N)ccc1N=C=S, CC(C)CC(N)CO, O=S(Cl)Cl. Yields the product CCc1cc(C#N)ccc1N=C1NC(CC(C)C)CS1. RXN SMILES: [C:13](#[N:14])[c:15]1[cH:16][c:17]([CH2:24][CH3:25])[c:18]([N:21]=[C:22]=[S:23])[cH:19][cH:20]1.[OH:1][CH2:2][CH:3]([CH2:4][CH:5]([CH3:6])[CH3:7])[NH2:8].[S:9]([Cl:10])([Cl:11])=[O:12]>>[CH2:2]1[CH:3]([CH2:4][CH:5]([CH3:6])[CH3:7])[NH:8][C:22](=[N:21][c:18]2[c:17]([CH2:24][CH3:25])[cH:16][c:15]([C:13]#[N:14])[cH:20][cH:19]2)[S:23]1. Reactants: CO, CC(=O)Nc1ccc(S)c([N+](=O)[O-])c1. Yields the product CC(=O)Nc1ccc(S)c(N)c1. As a reaction SMILES: [CH3:15][OH:16].[SH:1][c:2]1[c:3]([N+:12]([O-:13])=[O:14])[cH:4][c:5]([NH:6][C:7]([CH3:8])=[O:9])[cH:10][cH:11]1>>[SH:1][c:2]1[c:3]([NH2:12])[cH:4][c:5]([NH:6][C:7]([CH3:8])=[O:9])[cH:10][cH:11]1.